From a dataset of the Open Reaction Database (ORD), a public repository of structured organic reaction records. describe an organic reaction: reactants, conditions, products, and yield The reactants are C(C)(=O)C=1C(N(C2=NC(=C(C=C2C1NC(C)=O)C1=CC=C(C=C1)Cl)C1=C(C=C(C=C1)Cl)Cl)C)=O (N-[3-Acetyl-6-(4-chlorophenyl)-7-(2,4-dichlorophenyl)-1-methyl-2-oxo-1,2-dihydro-1,8-naphthyridin-4-yl]acetamide), C1CCOC1 (THF), [BH4-].[Na+] (NaBH4). Run in CO (MeOH). Yields the product ClC1=CC=C(C=C1)C=1C=C2C(=C(C(N(C2=NC1C1=C(C=C(C=C1)Cl)Cl)C)=O)C(C)O)NC(C)=O (N-[6-(4-Chlorophenyl)-7-(2,4-dichlorophenyl)-3-(1-hydroxyethyl)-1-methyl-2-oxo-1,2-dihydro-1,8-naphthyridin-4-yl]acetamide). As a reaction SMILES: [C:1]([C:4]1[C:5](=[O:34])[N:6]([CH3:33])[C:7]2[C:12]([C:13]=1[NH:14][C:15](=[O:17])[CH3:16])=[CH:11][C:10]([C:18]1[CH:23]=[CH:22][C:21]([Cl:24])=[CH:20][CH:19]=1)=[C:9]([C:25]1[CH:30]=[CH:29][C:28]([Cl:31])=[CH:27][C:26]=1[Cl:32])[N:8]=2)(=[O:3])[CH3:2].C1COCC1.[BH4-].[Na+]>CO>[Cl:24][C:21]1[CH:22]=[CH:23][C:18]([C:10]2[CH:11]=[C:12]3[C:7](=[N:8][C:9]=2[C:25]2[CH:30]=[CH:29][C:28]([Cl:31])=[CH:27][C:26]=2[Cl:32])[N:6]([CH3:33])[C:5](=[O:34])[C:4]([CH:1]([OH:3])[CH3:2])=[C:13]3[NH:14][C:15](=[O:17])[CH3:16])=[CH:19][CH:20]=1 |f:2.3|. Procedure: The product of Example 1 (65 mg), THF (3 mL), MeOH (0.33 mL) and NaBH4 (9.6 mg) were combined at room temperature. After 7 minutes the reaction was concentrated and then dissolved in EtOAc before washing with water and drying (Na2SO4). The concentrated residue was purified by preparative TLC (silica gel) eluted with EtOAc affording the title compound. HPLC/MS: 515.9 (M+1), 517.9 (M+3); Rt=3.68 min. Starting materials: aqueous solution, [OH-].[Na+] (sodium hydroxide), C(C1=CC=CC=C1)(=O)OC1=CC(=C(C(=O)OCC2=CC=CC=C2)C=C1)OCC1=CC=CC=C1 (benzyl 4-benzoyloxy-2-benzyloxybenzoate), CO (methanol), Cl (hydrochloric acid). Run in O1CCCC1 (tetrahydrofuran). Run at time 5 hour. Yields the product C(C1=CC=CC=C1)OC1=C(C(=O)OCC2=CC=CC=C2)C=CC(=C1)O (benzyl 2-benzyloxy-4-hydroxybenzoate). The yield is 40.3%. Reaction SMILES: [OH-].[Na+].C([O:11][C:12]1[CH:27]=[CH:26][C:15]([C:16]([O:18][CH2:19][C:20]2[CH:25]=[CH:24][CH:23]=[CH:22][CH:21]=2)=[O:17])=[C:14]([O:28][CH2:29][C:30]2[CH:35]=[CH:34][CH:33]=[CH:32][CH:31]=2)[CH:13]=1)(=O)C1C=CC=CC=1.CO.Cl>O1CCCC1>[CH2:29]([O:28][C:14]1[CH:13]=[C:12]([OH:11])[CH:27]=[CH:26][C:15]=1[C:16]([O:18][CH2:19][C:20]1[CH:21]=[CH:22][CH:23]=[CH:24][CH:25]=1)=[O:17])[C:30]1[CH:31]=[CH:32][CH:33]=[CH:34][CH:35]=1 |f:0.1|. Procedure details: A 2 mol/L aqueous solution of sodium hydroxide (6.39 mL) was added to a mixture of benzyl 4-benzoyloxy-2-benzyloxybenzoate (2.80 g), methanol (10 mL) and tetrahydrofuran (10 mL), and the mixture was stirred at room temperature for 5 hrs. 2 mol/L hydrochloric acid (6.39 mL) was added to the reaction mixture at room temperature, and the solvent was evaporated under reduced pressure. Water was added to the residue, and the mixture was extracted with ethyl acetate. The organic layer was washed with ...